This data is from the Open Reaction Database (ORD), a public repository of structured organic reaction records. The task is: describe an organic reaction: reactants, conditions, products, and yield Starting materials: Brc1ccc(Br)cc1, C1CCOC1, [Li]CCCC, [Cl-], [NH4+], O=C1COC1, O. The product is OC1(c2ccc(Br)cc2)COC1. As a reaction SMILES: [Br:1][c:2]1[cH:3][cH:4][c:5]([Br:6])[cH:7][cH:8]1.[CH2:21]1[O:22][CH2:23][CH2:24][CH2:25]1.[CH3:9][CH2:10][CH2:11][CH2:12][Li:13].[Cl-:19].[NH4+:20].[O:14]1[CH2:15][C:16](=[O:18])[CH2:17]1.[OH2:26]>>[c:2]1([C:16]2([OH:18])[CH2:15][O:14][CH2:17]2)[cH:3][cH:4][c:5]([Br:6])[cH:7][cH:8]1. Reactants: Cl.NN (hydrazine hydrochloride), C12=C(CCC1)C(=O)OC2=O (1-cyclopentene-1,2-dicarboxylic anhydride). Run in O (water). Run at time 2 hour. The product is C1(NNC(C2=C1CCC2)=O)=O (2,3,6,7-tetrahydro-5H-cyclopenta[d]pyridazine-1,4-dione). The yield is 66.6%. As a reaction SMILES: Cl.[NH2:2][NH2:3].[C:4]12[C:12](=[O:13])O[C:9](=[O:10])[C:5]=1[CH2:6][CH2:7][CH2:8]2>O>[C:9]1(=[O:10])[C:5]2[CH2:6][CH2:7][CH2:8][C:4]=2[C:12](=[O:13])[NH:3][NH:2]1 |f:0.1|. Procedure details: A solution of hydrazine hydrochloride (2.4 g, 22.8 mmol) and 1-cyclopentene-1,2-dicarboxylic anhydride (3.0 g, 21.7 mmol) in water (10 mL) is heated to reflux for 3 h. The reaction mixture is cooled down to room temperature and the precipitate is collected by filtration. The yellow solid is mixed with 15 mL 1N NaOH and stirred for 2 h, filtered and dried under vacuum to give 2,3,6,7-tetrahydro-5H-cyclopenta[d]pyridazine-1,4-dione (38) (2.2 g, 67%). The reactants are Cc1cc(Br)cc(C)c1O, CC(C)[Si](Cl)(C(C)C)C(C)C, ClCCl, c1c[nH]cn1. The product is Cc1cc(Br)cc(C)c1O[Si](C(C)C)(C(C)C)C(C)C. Reaction SMILES: [Br:1][c:2]1[cH:3][c:4]([CH3:10])[c:5]([OH:9])[c:6]([CH3:8])[cH:7]1.[CH:16]([CH3:17])([CH3:18])[Si:19]([CH:20]([CH3:21])[CH3:22])([CH:23]([CH3:24])[CH3:25])[Cl:26].[Cl:27][CH2:28][Cl:29].[nH:11]1[cH:12][cH:13][n:14][cH:15]1>>[Br:1][c:2]1[cH:3][c:4]([CH3:10])[c:5]([O:9][Si:19]([CH:16]([CH3:17])[CH3:18])([CH:20]([CH3:21])[CH3:22])[CH:23]([CH3:24])[CH3:25])[c:6]([CH3:8])[cH:7]1. The reactants are Cl (hydrochloric acid), [N+](=O)([O-])C=1C=CC(=C(C(=O)N2CCN(CC2)CCCN2CCN(CC2)C(C2=C(C=CC(=C2)[N+](=O)[O-])C2=CC(=C(C(=C2)OC)OC)OC)=O)C1)C1=CC(=C(C(=C1)OC)OC)OC (1,3-bis[4-[5-nitro-2-(3,4,5-trimethoxyphenyl)benzoyl]-1-piperazinyl]propane). Procedure: Concentrated hydrochloric acid (0.090 ml; 1.1 mmol) was added to a solution of 1,3-bis[4-[5-nitro-2-(3,4,5-trimethoxyphenyl)benzoyl]-1-piperazinyl]propane (230 mg; 0.27 mmol) in ethanol (5 ml) and the reaction mixture was concentrated under reduced pressure. A process of adding ethanol (10 ml) to the residue and concentrating the mixture under reduced pressure was performed twice to obtain the title compound as a pale yellow amorphous powder. RXN SMILES: [ClH:1].[N+:2]([C:5]1[CH:6]=[CH:7][C:8]([C:51]2[CH:56]=[C:55]([O:57][CH3:58])[C:54]([O:59][CH3:60])=[C:53]([O:61][CH3:62])[CH:52]=2)=[C:9]([CH:50]=1)[C:10]([N:12]1[CH2:17][CH2:16][N:15]([CH2:18][CH2:19][CH2:20][N:21]2[CH2:26][CH2:25][N:24]([C:27](=[O:49])[C:28]3[CH:33]=[C:32]([N+:34]([O-:36])=[O:35])[CH:31]=[CH:30][C:29]=3[C:37]3[CH:42]=[C:41]([O:43][CH3:44])[C:40]([O:45][CH3:46])=[C:39]([O:47][CH3:48])[CH:38]=3)[CH2:23][CH2:22]2)[CH2:14][CH2:13]1)=[O:11])([O-:4])=[O:3]>C(O)C>[ClH:1].[ClH:1].[N+:34]([C:32]1[CH:31]=[CH:30][C:29]([C:37]2[CH:42]=[C:41]([O:43][CH3:44])[C:40]([O:45][CH3:46])=[C:39]([O:47][CH3:48])[CH:38]=2)=[C:28]([CH:33]=1)[C:27]([N:24]1[CH2:25][CH2:26][N:21]([CH2:20][CH2:19][CH2:18][N:15]2[CH2:14][CH2:13][N:12]([C:10](=[O:11])[C:9]3[CH:50]=[C:5]([N+:2]([O-:4])=[O:3])[CH:6]=[CH:7][C:8]=3[C:51]3[CH:52]=[C:53]([O:61][CH3:62])[C:54]([O:59][CH3:60])=[C:55]([O:57][CH3:58])[CH:56]=3)[CH2:17][CH2:16]2)[CH2:22][CH2:23]1)=[O:49])([O-:36])=[O:35] |f:3.4.5|. The solvent is C(C)O (ethanol). The product is Cl.Cl.[N+](=O)([O-])C=1C=CC(=C(C(=O)N2CCN(CC2)CCCN2CCN(CC2)C(C2=C(C=CC(=C2)[N+](=O)[O-])C2=CC(=C(C(=C2)OC)OC)OC)=O)C1)C1=CC(=C(C(=C1)OC)OC)OC (1,3-bis[4-[5-Nitro-2-(3,4,5-trimethoxyphenyl)benzoyl]-1-piperazinyl]propane Dihydrochloride).